From a dataset of the Open Reaction Database (ORD), a public repository of structured organic reaction records. describe an organic reaction: reactants, conditions, products, and yield The reactants are O=C([O-])[O-], CC#N, Cl, CS(=O)(=O)c1cccc(N2CCNCC2)c1F, CCI, [K+], [K+]. The product is CCN1CCN(c2cccc(S(C)(=O)=O)c2F)CC1. Reaction SMILES: [C:18](=[O:19])([O-:20])[O-:21].[CH3:28][C:29]#[N:30].[ClH:27].[F:1][c:2]1[c:3]([N:12]2[CH2:13][CH2:14][NH:15][CH2:16][CH2:17]2)[cH:4][cH:5][cH:6][c:7]1[S:8](=[O:9])(=[O:10])[CH3:11].[I:24][CH2:25][CH3:26].[K+:22].[K+:23]>>[F:1][c:2]1[c:3]([N:12]2[CH2:13][CH2:14][N:15]([CH2:25][CH3:26])[CH2:16][CH2:17]2)[cH:4][cH:5][cH:6][c:7]1[S:8](=[O:9])(=[O:10])[CH3:11]. Starting materials: NC1=CC=C(C=CC(=O)OCC)C=C1 (ethyl 4-aminocinnamate), C(#N)[BH3-].[Na+] (sodium cyanoborohydride), Cl (hydrochloric acid), C(C)=O (acetaldehyde). The solvent is CO (methanol). Conditions: time 1 day. Product: C(C)NC1=CC=C(C=CC(=O)OCC)C=C1 (ethyl N-ethyl-4-aminocinnamate). As a reaction SMILES: [NH2:1][C:2]1[CH:14]=[CH:13][C:5]([CH:6]=[CH:7][C:8]([O:10][CH2:11][CH3:12])=[O:9])=[CH:4][CH:3]=1.C([BH3-])#N.[Na+].Cl.[CH:20](=O)[CH3:21]>CO>[CH2:20]([NH:1][C:2]1[CH:3]=[CH:4][C:5]([CH:6]=[CH:7][C:8]([O:10][CH2:11][CH3:12])=[O:9])=[CH:13][CH:14]=1)[CH3:21] |f:1.2|. Reported procedure: To a solution of 5 g of ethyl 4-aminocinnamate in 100 ml of methanol, 0.1 ml of acetaldehyde, 1.256 g of sodium cyanoborohydride and 2.15 ml of hydrochloric acid 23% were added. The solution was stirred at room temperature for one day, then the solvent evaporated in vacuum and the crude residue purified by flash chromatography (n-exane/ethyl acetate 9/1) to yield 2.1 g of intermediate as a yellow solid. The reactants are CCO, O=[N+]([O-])c1cc(Cl)c2cccnc2c1, Cl, O, O, Cl[Sn]Cl. Product: Nc1cc(Cl)c2cccnc2c1. RXN SMILES: [CH3:21][CH2:22][OH:23].[Cl:1][c:2]1[c:3]2[cH:4][cH:5][cH:6][n:7][c:8]2[cH:9][c:10]([N+:12]([O-:13])=[O:14])[cH:11]1.[ClH:20].[OH2:15].[OH2:16].[Sn:17]([Cl:18])[Cl:19]>>[Cl:1][c:2]1[c:3]2[cH:4][cH:5][cH:6][n:7][c:8]2[cH:9][c:10]([NH2:12])[cH:11]1. Reactants: 180.0, ClC1=NC=CC=C1[N+](=O)[O-] (2-chloro-3-nitropyridine), S1C(=CC=C1)CN (2-thiophenemethanamine), C([O-])([O-])=O.[Na+].[Na+] (sodium carbonate), [I-].[K+] (potassium iodide). Run in CN(C(C)=O)C (N,N-dimethylacetamide), O (water). Run at temperature 100 celsius, time 1.5 hour. Yields the product 251.5, [N+](=O)([O-])C=1C(=NC=CC1)NCC=1SC=CC1 (3-nitro-N-(2-thienylmethyl)-2-pyridinamine). RXN SMILES: Cl[C:2]1[C:7]([N+:8]([O-:10])=[O:9])=[CH:6][CH:5]=[CH:4][N:3]=1.[S:11]1[CH:15]=[CH:14][CH:13]=[C:12]1[CH2:16][NH2:17].C(=O)([O-])[O-].[Na+].[Na+].[I-].[K+]>O.CN(C)C(=O)C>[N+:8]([C:7]1[C:2]([NH:17][CH2:16][C:12]2[S:11][CH:15]=[CH:14][CH:13]=2)=[N:3][CH:4]=[CH:5][CH:6]=1)([O-:10])=[O:9] |f:2.3.4,5.6|. Reported procedure: A mixture of 180.0 parts of 2-chloro-3-nitropyridine, 122.0 parts of 2-thiophenemethanamine, 191.0 parts of sodium carbonate, 1 part of potassium iodide and 810 parts of N,N-dimethylacetamide was stirred for 1.50 hour at 100° C. The reaction mixture was poured into a lot of water (about 4000 parts). The whole was stirred overnight at room temperature. The precipitated product was filtered off and dried in vacuo at 40° C., yielding 251.5 parts of 3-nitro-N-(2-thienylmethyl)-2-pyridinamine; mp. 10... The reactants are C(C1=CC=CC=C1)N1CCC(CC1)=O.FC(C=1C=C(C(=O)N2CCC3(C(NC(N3C3=CC=CC=C3)C)=O)CC2)C=C(C1)C(F)(F)F)(F)F ((rac)-8-(3,5-bis-trifluoromethyl-benzoyl)-2-methyl-1-phenyl-1,3,8-triaza-spiro[4.5]decan-4-one 1-benzyl-piperidin-4-one), C1(CC1)CBr (cyclopropyl methyl bromide). The product is FC(C=1C=C(C(=O)N2CCC3(C(N(C(N3C3=CC=CC=C3)C)CC3CC3)=O)CC2)C=C(C1)C(F)(F)F)(F)F ((rac)-8-(3,5-Bis-trifluoromethyl-benzoyl)-3-cyclopropylmethyl-2-methyl-1-phenyl-1,3,8-triaza-spiro[4.5]decan-4-one). As a reaction SMILES: C(N1[CH2:13][CH2:12][C:11](=O)[CH2:10]C1)C1C=CC=CC=1.[F:15][C:16]([F:48])([F:47])[C:17]1[CH:18]=[C:19]([CH:40]=[C:41]([C:43]([F:46])([F:45])[F:44])[CH:42]=1)[C:20]([N:22]1[CH2:39][CH2:38][C:25]2([N:29]([C:30]3[CH:35]=[CH:34][CH:33]=[CH:32][CH:31]=3)[CH:28]([CH3:36])[NH:27][C:26]2=[O:37])[CH2:24][CH2:23]1)=[O:21].C1(CBr)CC1>>[F:48][C:16]([F:15])([F:47])[C:17]1[CH:18]=[C:19]([CH:40]=[C:41]([C:43]([F:46])([F:45])[F:44])[CH:42]=1)[C:20]([N:22]1[CH2:23][CH2:24][C:25]2([N:29]([C:30]3[CH:31]=[CH:32][CH:33]=[CH:34][CH:35]=3)[CH:28]([CH3:36])[N:27]([CH2:10][CH:11]3[CH2:13][CH2:12]3)[C:26]2=[O:37])[CH2:38][CH2:39]1)=[O:21] |f:0.1|. Reported procedure: The title compound, MS: m/e=540.3 (M+H+), was prepared in accordance with the general method of example 99 from (rac)-8-(3,5-bis-trifluoromethyl-benzoyl)-2-methyl-1-phenyl-1,3,8-triaza-spiro[4.5]decan-4-one 1-benzyl-piperidin-4-one and cyclopropyl methyl bromide.